This data is from the Open Reaction Database (ORD), a public repository of structured organic reaction records. The task is: describe an organic reaction: reactants, conditions, products, and yield Starting materials: C1(CC1)NC(=O)C1=NC2=C(C=NC=C2C=C1)Br (8-Bromo-[1,6]naphthyridine-2-carboxylic acid cyclopropylamide), C#C (acetylene), C([O-])([O-])=O.[K+].[K+] (potassium carbonate), O (water). Solvent: COCCOC (DME). Reagents/catalysts: C=1C=CC(=CC1)/C=C/C(=O)/C=C/C2=CC=CC=C2.C=1C=CC(=CC1)/C=C/C(=O)/C=C/C2=CC=CC=C2.[Pd] (bis(dibenzylideneacetone)palladium), [Cu]I (copper (I) iodide). The product is C1(CC1)NC(=O)C1=NC2=CC=NC=C2C=C1C#CCO (3-Hydroxy-prop-1-ynyl-[1,6]naphthyridine-2-carboxylic acid cyclopropylamide). Conditions: temperature 50 celsius, time 8 hour. Procedure: 8-Bromo-[1,6]naphthyridine-2-carboxylic acid cyclopropylamide, acetylene (2.5 equiv), tetrakis(triphenylphosphine)palladium (0) (5 mol %), copper (I) iodide (25 mol %), and potassium carbonate (3.0 equiv) are dissolved in 5:1 DME:water. The reaction vessel is purged with N2 and stirred overnight at 50° C. The solvent is removed in vacuo and the residue purified by preparative TLC (EtOAc) to afford the desired product as an off-white solid, LC/MS (M+H) 268.2. Reaction SMILES: [CH:1]1([NH:4][C:5]([C:7]2[CH:16]=[CH:15][C:14]3[C:9](=[C:10](Br)[CH:11]=[N:12][CH:13]=3)[N:8]=2)=[O:6])[CH2:3][CH2:2]1.[CH:18]#[CH:19].[C:20](=[O:23])([O-])[O-].[K+].[K+].O>COCCOC.C1C=CC(/C=C/C(/C=C/C2C=CC=CC=2)=O)=CC=1.C1C=CC(/C=C/C(/C=C/C2C=CC=CC=2)=O)=CC=1.[Pd].[Cu]I>[CH:1]1([NH:4][C:5]([C:7]2[C:16]([C:18]#[C:19][CH2:20][OH:23])=[CH:15][C:14]3[C:9](=[CH:10][CH:11]=[N:12][CH:13]=3)[N:8]=2)=[O:6])[CH2:3][CH2:2]1 |f:2.3.4,7.8.9|.